From a dataset of the Open Reaction Database (ORD), a public repository of structured organic reaction records. describe an organic reaction: reactants, conditions, products, and yield Starting materials: [N+](=O)([O-])C=1C=C(C(=O)Cl)C=CC1 (3-nitrobenzoylchloride), C1(=CC=CC=C1)SC (thioanisole), ice H2O, [Cl-].[Cl-].[Cl-].[Al+3] (aluminum trichloride). Solvent: ClCCCl (1,2-dichlorethane). Conditions: time 15 minute. Yields the product [N+](=O)([O-])C=1C=C(C=CC1)C=O ((3-nitrophenyl)methanone). Reaction SMILES: [N+:1]([C:4]1[CH:5]=[C:6]([CH:10]=[CH:11][CH:12]=1)[C:7](Cl)=[O:8])([O-:3])=[O:2].C1(SC)C=CC=CC=1.[Cl-].[Cl-].[Cl-].[Al+3]>ClCCCl>[N+:1]([C:4]1[CH:5]=[C:6]([CH:7]=[O:8])[CH:10]=[CH:11][CH:12]=1)([O-:3])=[O:2] |f:2.3.4.5|. Reported procedure: 3-nitrobenzoylchloride (5.0 g, 26.94 mmol) was added to a solution of thioanisole (3.16 ml, 26.94 mmol) and 1,2-dichlorethane (95 mL). The resulting reaction mixture was cooled to 0° C. (ice/H2O bath) and 0.5 equivalents of aluminum trichloride (1.8 g, 13.47 mmol) was added. The reaction was allowed to stir for 15 min at this temperature and the cold bath was removed followed by addition of the remaining equivalents of AlCl3 (2.51 g, 18.87). The reaction solution turned a dark greenish/yellow an... Reactants: O1C(CCCC1)OCCOCCOC1=C(CO)C=C(C=C1)C(C)(C)CC(C)(C)C (2-(2-[2-(2-tetrahydropyranyloxy)ethoxy]ethoxy)-5-t-octylbenzyl alcohol), [Cr](=O)(=O)([O-])O[Cr](=O)(=O)[O-].[NH+]1=CC=CC=C1.[NH+]1=CC=CC=C1 (pyridinium dichromate). Solvent: ClCCl (dichloromethane), ClCCl (dichloromethane), CCOCC (ether). Run at time 8 hour. Yields the product O1C(CCCC1)OCCOCCOC1=C(C=O)C=C(C=C1)C(C)(C)CC(C)(C)C (2-(2-[2-(2-tetrahydropyranyloxy)ethoxy]ethoxy)-5-t-octylbenzaldehyde). The yield is 95.9%. As a reaction SMILES: [O:1]1[CH2:6][CH2:5][CH2:4][CH2:3][CH:2]1[O:7][CH2:8][CH2:9][O:10][CH2:11][CH2:12][O:13][C:14]1[CH:21]=[CH:20][C:19]([C:22]([CH2:25][C:26]([CH3:29])([CH3:28])[CH3:27])([CH3:24])[CH3:23])=[CH:18][C:15]=1[CH2:16][OH:17].[Cr](O[Cr]([O-])(=O)=O)([O-])(=O)=O.[NH+]1C=CC=CC=1.[NH+]1C=CC=CC=1>ClCCl.CCOCC>[O:1]1[CH2:6][CH2:5][CH2:4][CH2:3][CH:2]1[O:7][CH2:8][CH2:9][O:10][CH2:11][CH2:12][O:13][C:14]1[CH:21]=[CH:20][C:19]([C:22]([CH2:25][C:26]([CH3:29])([CH3:28])[CH3:27])([CH3:23])[CH3:24])=[CH:18][C:15]=1[CH:16]=[O:17] |f:1.2.3|. Procedure: The above benzyl alcohol (37 g, 0.08 mol) in dichloromethane (150 ml) was added dropwise to a suspension of pyridinium dichromate (36.25 g, 0.14 mole, Tetrahedron Letters, 399 [1979]) in dichloromethane (250 ml), with stirring. Stirring was continued overnight, and then the reaction mixture was diluted with ether and filtered through a magnesium sulfatesilica gel pad. The filtrate was washed with 1N hydrochloric acid and then it was evaporated in vacuo to give 31.2 g (87% yield) of 2-(2-[2-(2-te... The reactants are ClC1=CC=C(C=C1)C1=NNC2=CC3=C(C=C12)C=CC=C3 (3-(p-chlorophenyl)-1H-benz[f] indazole), CI (methyl iodide), suspension, [H-].[Na+] (sodium hydride). The solvent is CC(=O)N(C)C (dimethylacetamide). Conditions: time 1 hour. The product is ClC1=CC=C(C=C1)C1=NN(C2=CC3=C(C=C12)C=CC=C3)C (3-(p-chlorophenyl)-1-methyl-benz[f]indazole). As a reaction SMILES: [Cl:1][C:2]1[CH:7]=[CH:6][C:5]([C:8]2[C:16]3[C:11](=[CH:12][C:13]4[CH:20]=[CH:19][CH:18]=[CH:17][C:14]=4[CH:15]=3)[NH:10][N:9]=2)=[CH:4][CH:3]=1.[H-].[Na+].[CH3:23]I>CC(N(C)C)=O>[Cl:1][C:2]1[CH:3]=[CH:4][C:5]([C:8]2[C:16]3[C:11](=[CH:12][C:13]4[CH:20]=[CH:19][CH:18]=[CH:17][C:14]=4[CH:15]=3)[N:10]([CH3:23])[N:9]=2)=[CH:6][CH:7]=1 |f:1.2|. Procedure: To a solution of 14 g of 3-(p-chlorophenyl)-1H-benz[f] indazole dissolved in 150 ml. dry dimethylacetamide under nitrogen is added 3 g. of a 57% suspension of sodium hydride in mineral oil. The reaction mixture is stirred at room temperature for 1 hour and then 5 ml. of methyl iodide is added. Stirring is continued for 2 hours then the mixture is poured on ice-water, and the precipitate recovered by filtration. The precipitate is recrystallized from ether to yeild the title compound, m.p. 157°-1... Reactants: COC=1C(=C(C(=O)O)C(=CC1)[N+](=O)[O-])C (3-Methoxy-2-methyl-6-nitro-benzoic acid), C(=O)([O-])[O-].[Cs+].[Cs+] (Cs2CO3), O (Water), IC (Iodomethane). The solvent is CO (methanol). Run at time 1 hour. The product is COC(C1=C(C(=CC=C1[N+](=O)[O-])OC)C)=O (3-Methoxy-2-methyl-6-nitro-benzoic acid methyl ester). As a reaction SMILES: [CH3:1][O:2][C:3]1[C:4]([CH3:15])=[C:5]([C:9]([N+:12]([O-:14])=[O:13])=[CH:10][CH:11]=1)[C:6]([OH:8])=[O:7].[C:16]([O-])([O-])=O.[Cs+].[Cs+].IC.O>CO>[CH3:16][O:7][C:6](=[O:8])[C:5]1[C:9]([N+:12]([O-:14])=[O:13])=[CH:10][CH:11]=[C:3]([O:2][CH3:1])[C:4]=1[CH3:15] |f:1.2.3|. Procedure: To a solution of 3-Methoxy-2-methyl-6-nitro-benzoic acid in 45 mL of methanol, Cs2CO3 (7.8 g, 24 mmol) is added and stirred at the room temperature for 1 hour. The solution is concentrated under reduced pressure then the resulting yellow solid is suspended in 45 ml of DMF. Iodomethane (1.5 ml 24 mol) is added at 0° C. and stirred at the room temperature for 21 hours. Water is added to the solution and the precipitates are collected and washed by water to give 3-Methoxy-2-methyl-6-nitro-benzoic a... The reactants are CO, CCOP(=O)(OCC)C(Oc1ccc([N+](=O)[O-])cc1)P(=O)(OCC)OCC, NN, O. The product is CCOP(=O)(OCC)C(Oc1ccc(N)cc1)P(=O)(OCC)OCC. Reaction SMILES: [CH3:31][OH:32].[N+:1]([O-:2])(=[O:3])[c:4]1[cH:5][cH:6][c:7]([O:8][CH:9]([P:10]([O:11][CH2:12][CH3:13])([O:14][CH2:15][CH3:16])=[O:17])[P:18]([O:19][CH2:20][CH3:21])([O:22][CH2:23][CH3:24])=[O:25])[cH:26][cH:27]1.[NH2:29][NH2:30].[OH2:28]>>[NH2:1][c:4]1[cH:5][cH:6][c:7]([O:8][CH:9]([P:10]([O:11][CH2:12][CH3:13])([O:14][CH2:15][CH3:16])=[O:17])[P:18]([O:19][CH2:20][CH3:21])([O:22][CH2:23][CH3:24])=[O:25])[cH:26][cH:27]1. The reactants are O.SC1=C2NC=NC2=NC=N1 (6-mercaptopurine monohydrate), C(=O)([O-])[O-].[K+].[K+] (K2CO3), [Cl-] (chloride), S(=O)(Cl)Cl (Thionyl chloride), NC1=C(C(=O)O)C(=CC=C1)C (2-amino-6-methylbenzoic acid), FC1=C(N)C=CC=C1 (2-fluoroaniline), ClCC(=O)Cl (chloroactyl chloride). The solvent is CCOC(=O)C.CCCCCC (EtOAc hexane), O (water), CN(C)C=O (DMF), C1=CC=CC=C1 (benzene). Run at time 8 hour. The product is FC1=C(C=CC=C1)N1C(=NC2=CC=CC(=C2C1=O)C)C(S)C1=C2N=CNC2=NC=N1 (3-(2-Fluorophenyl)-5-methyl-2-(9H-purin-6-yl-sulfanylmethyl)-3H-quinazolin-4-one). As a reaction SMILES: [S:1](Cl)(Cl)=O.[NH2:5][C:6]1[CH:14]=[CH:13][CH:12]=[C:11]([CH3:15])[C:7]=1[C:8]([OH:10])=O.[F:16][C:17]1[CH:23]=[CH:22][CH:21]=[CH:20][C:18]=1[NH2:19].Cl[CH2:25][C:26](Cl)=O.[Cl-].O.S[C:32]1[N:40]=[CH:39][N:38]=[C:37]2[C:33]=1[NH:34][CH:35]=[N:36]2.C([O-])([O-])=O.[K+].[K+]>C1C=CC=CC=1.CN(C=O)C.O.CCOC(C)=O.CCCCCC>[F:16][C:17]1[CH:23]=[CH:22][CH:21]=[CH:20][C:18]=1[N:19]1[C:8](=[O:10])[C:7]2[C:6](=[CH:14][CH:13]=[CH:12][C:11]=2[CH3:15])[N:5]=[C:26]1[CH:25]([C:32]1[N:40]=[CH:39][N:38]=[C:37]2[C:33]=1[N:34]=[CH:35][NH:36]2)[SH:1] |f:5.6,7.8.9,13.14|. Procedure: Thionyl chloride (2.2 mL, 30 mmol) was added to a stirred solution of 2-amino-6-methylbenzoic acid (1.51 g, 10 mmol) in benzene (50 mL) and the mixture was heated at reflux for 18 h. Once cooled, the solvent was removed in vacuo and stripped down twice with benzene (25 mL). The residue was dissolved in CHCl3 (50 mL) and treated with 2-fluoroaniline (1.93 mL, 20 mmol). The slurry was then heated at reflux for 3 h. At that time TLC (50% EtOAc/hexane) indicated that the reaction was complete. After... The reactants are Clc1ncc(Br)c(Cl)n1, CCO, NN, O. Yields the product NNc1nc(Cl)ncc1Br. Reaction SMILES: [Br:1][c:2]1[c:3]([Cl:9])[n:4][c:5]([Cl:8])[n:6][cH:7]1.[CH3:13][CH2:14][OH:15].[NH2:11][NH2:12].[OH2:10]>>[Br:1][c:2]1[c:3]([NH:11][NH2:12])[n:4][c:5]([Cl:8])[n:6][cH:7]1.